From a dataset of the Open Reaction Database (ORD), a public repository of structured organic reaction records. describe an organic reaction: reactants, conditions, products, and yield The reactants are CC(C(=O)NC1=CC(=CC=C1)C1CCN(CC1)CCCCC(C1=CC=C(C=C1)C(F)(F)F)=O)C (2-methyl-N-[3-(1-{5-oxo-5-[4-(trifluoromethyl)phenyl]pentyl}-4-piperidinyl)phenyl]propanamide), CN(N)C1=CC=CC=C1 (1-methyl-1-phenylhydrazine). Yields the product CC(C(=O)NC1=CC(=CC=C1)C1CCN(CC1)CCCC1=C(N(C2=CC=CC=C12)C)C1=CC=C(C=C1)C(F)(F)F)C (2-METHYL-N-{3-[1-(3-{1-METHYL-2-[4-(TRIFLUOROMETHYL)PHENYL]-1H-INDOL-3-YL}PROPYL)-4-PIPERIDINYL]PHENYL}PROPANAMIDE). Reaction SMILES: [CH3:1][CH:2]([CH3:34])[C:3]([NH:5][C:6]1[CH:11]=[CH:10][CH:9]=[C:8]([CH:12]2[CH2:17][CH2:16][N:15]([CH2:18][CH2:19][CH2:20][CH2:21][C:22](=O)[C:23]3[CH:28]=[CH:27][C:26]([C:29]([F:32])([F:31])[F:30])=[CH:25][CH:24]=3)[CH2:14][CH2:13]2)[CH:7]=1)=[O:4].[CH3:35][N:36]([C:38]1[CH:43]=[CH:42][CH:41]=[CH:40][CH:39]=1)N>>[CH3:1][CH:2]([CH3:34])[C:3]([NH:5][C:6]1[CH:11]=[CH:10][CH:9]=[C:8]([CH:12]2[CH2:17][CH2:16][N:15]([CH2:18][CH2:19][CH2:20][C:21]3[C:43]4[C:38](=[CH:39][CH:40]=[CH:41][CH:42]=4)[N:36]([CH3:35])[C:22]=3[C:23]3[CH:28]=[CH:27][C:26]([C:29]([F:32])([F:31])[F:30])=[CH:25][CH:24]=3)[CH2:14][CH2:13]2)[CH:7]=1)=[O:4]. Procedure: Prepared by Procedure E and Scheme M using 2-methyl-N-[3-(1-{5-oxo-5-[4-(trifluoromethyl)phenyl]pentyl}-4-piperidinyl)phenyl]propanamide and 1-methyl-1-phenylhydrazine: ESMS m/e: 562.2 (M+H)+. The reactants are O=C([O-])[O-], CC#N, Cc1ccccc1C(=O)Nc1ccc(C(=O)N2CCCC(NC(=O)CCl)c3ccccc32)cc1, [K+], [K+], c1c[nH]cn1. Yields the product Cc1ccccc1C(=O)Nc1ccc(C(=O)N2CCCC(NC(=O)Cn3ccnc3)c3ccccc32)cc1. RXN SMILES: [C:40](=[O:41])([O-:42])[O-:43].[CH3:46][C:47]#[N:48].[Cl:1][CH2:2][C:3](=[O:4])[NH:5][CH:6]1[CH2:7][CH2:8][CH2:9][N:10]([C:17]([c:18]2[cH:19][cH:20][c:21]([NH:24][C:25]([c:26]3[c:27]([CH3:32])[cH:28][cH:29][cH:30][cH:31]3)=[O:33])[cH:22][cH:23]2)=[O:34])[c:11]2[c:12]1[cH:13][cH:14][cH:15][cH:16]2.[K+:44].[K+:45].[nH:35]1[cH:36][n:37][cH:38][cH:39]1>>[CH2:2]([C:3](=[O:4])[NH:5][CH:6]1[CH2:7][CH2:8][CH2:9][N:10]([C:17]([c:18]2[cH:19][cH:20][c:21]([NH:24][C:25]([c:26]3[c:27]([CH3:32])[cH:28][cH:29][cH:30][cH:31]3)=[O:33])[cH:22][cH:23]2)=[O:34])[c:11]2[c:12]1[cH:13][cH:14][cH:15][cH:16]2)[n:35]1[cH:36][n:37][cH:38][cH:39]1. The reactants are Cc1ccccc1, O=C(N=NC(=O)N1CCCCC1)N1CCCCC1, Oc1ccc(OC2CCCCO2)cc1, C=CCC(O)c1ccc(C#N)cc1. Yields the product C=CCC(Oc1ccc(OC2CCCCO2)cc1)c1ccc(C#N)cc1. RXN SMILES: [CH3:46][c:47]1[cH:48][cH:49][cH:50][cH:51][cH:52]1.[N:28]([C:29]([N:30]1[CH2:31][CH2:32][CH2:33][CH2:34][CH2:35]1)=[O:36])=[N:37][C:38]([N:39]1[CH2:40][CH2:41][CH2:42][CH2:43][CH2:44]1)=[O:45].[O:1]1[CH:2]([O:7][c:8]2[cH:9][cH:10][c:11]([OH:14])[cH:12][cH:13]2)[CH2:3][CH2:4][CH2:5][CH2:6]1.[OH:15][CH:16]([CH2:17][CH:18]=[CH2:19])[c:20]1[cH:21][cH:22][c:23]([C:24]#[N:25])[cH:26][cH:27]1>>[O:1]1[CH:2]([O:7][c:8]2[cH:9][cH:10][c:11]([O:14][CH:16]([CH2:17][CH:18]=[CH2:19])[c:20]3[cH:21][cH:22][c:23]([C:24]#[N:25])[cH:26][cH:27]3)[cH:12][cH:13]2)[CH2:3][CH2:4][CH2:5][CH2:6]1. Procedure: To a solution of 35 mg of 5-(1,4,7-trihydroxy-2-heptenyl)-4-hydroxy-2-methylthio-4-(4-phenoxybutyl)-2-cyclopentenone obtained in Example 72 dissolved in 2 ml of dichloromethane was added 16 mg of 3-chloroperbenzoic acid, and the mixture was stirred for 3 hours. Saturated aqueous sodium hydrogencarbonate was added, and the mixture was extracted with ethyl acetate. The organic layers were combined, washed with saturated aqueous sodium chloride, dried over anhydrous magnesium sulfate, filtered and ... Product: OC(C=CC(CCCO)O)C1C(C=C(C1=O)S(=O)C)(CCCCOC1=CC=CC=C1)O (5-(1,4,7-trihydroxy-2-heptenyl)-4-hydroxy-2-methylsulfinyl-4-(4-phenoxybutyl)-2-cyclopentenone). The solvent is ClCCl (dichloromethane). RXN SMILES: [OH:1][CH:2]([CH:11]1[C:15](=[O:16])[C:14]([S:17][CH3:18])=[CH:13][C:12]1([OH:30])[CH2:19][CH2:20][CH2:21][CH2:22][O:23][C:24]1[CH:29]=[CH:28][CH:27]=[CH:26][CH:25]=1)[CH:3]=[CH:4][CH:5]([OH:10])[CH2:6][CH2:7][CH2:8][OH:9].ClC1C=CC=C(C(OO)=[O:39])C=1.C(=O)([O-])O.[Na+]>ClCCl>[OH:1][CH:2]([CH:11]1[C:15](=[O:16])[C:14]([S:17]([CH3:18])=[O:39])=[CH:13][C:12]1([OH:30])[CH2:19][CH2:20][CH2:21][CH2:22][O:23][C:24]1[CH:25]=[CH:26][CH:27]=[CH:28][CH:29]=1)[CH:3]=[CH:4][CH:5]([OH:10])[CH2:6][CH2:7][CH2:8][OH:9] |f:2.3|. Conditions: time 3 hour. The yield is 20.1%. Reactants: ClC1=CC(=CC=C1)C(=O)OO (3-chloroperbenzoic acid), OC(C=CC(CCCO)O)C1C(C=C(C1=O)SC)(CCCCOC1=CC=CC=C1)O (5-(1,4,7-trihydroxy-2-heptenyl)-4-hydroxy-2-methylthio-4-(4-phenoxybutyl)-2-cyclopentenone), C(O)([O-])=O.[Na+] (sodium hydrogencarbonate). Reactants: ClC1=CC=C(C(C2=CC=C(C=C2)Cl)O)C=C1 (4,4'-dichlorobenzhydrol), N1C(=CC2=CC=CC=C12)C(=O)OCC (ethyl indole-2-carboxylate). Yields the product ClC1=CC=C(C=C1)C(C1=C(NC2=CC=CC=C12)C(=O)OCC)C1=CC=C(C=C1)Cl (Ethyl 3-[bis(4-chlorophenyl)methyl]indole-2-carboxylate). Isolated yield 93.6%. RXN SMILES: [Cl:1][C:2]1[CH:16]=[CH:15][C:5]([CH:6](O)[C:7]2[CH:12]=[CH:11][C:10]([Cl:13])=[CH:9][CH:8]=2)=[CH:4][CH:3]=1.[NH:17]1[C:25]2[C:20](=[CH:21][CH:22]=[CH:23][CH:24]=2)[CH:19]=[C:18]1[C:26]([O:28][CH2:29][CH3:30])=[O:27]>>[Cl:1][C:2]1[CH:16]=[CH:15][C:5]([CH:6]([C:7]2[CH:12]=[CH:11][C:10]([Cl:13])=[CH:9][CH:8]=2)[C:19]2[C:20]3[C:25](=[CH:24][CH:23]=[CH:22][CH:21]=3)[NH:17][C:18]=2[C:26]([O:28][CH2:29][CH3:30])=[O:27])=[CH:4][CH:3]=1. Procedure details: Substantially the same procedure as in Reference Example 5 was repeated using 4,4'-dichlorobenzhydrol (14.7 g, 58.1 mmol) and ethyl indole-2-carboxylate (10.0 g, 52.9 mmol) to give 21.0 g (yield: 94%) of the title compound. The reactants are CS(=O)(=O)NCc1ccc2[nH]cc(CC#N)c2c1, CN, CCO. Product: CNCCc1c[nH]c2ccc(CNS(C)(=O)=O)cc12. As a reaction SMILES: [C:1](#[N:2])[CH2:3][c:4]1[cH:5][nH:6][c:7]2[cH:8][cH:9][c:10]([CH2:13][NH:14][S:15](=[O:16])(=[O:17])[CH3:18])[cH:11][c:12]12.[CH3:19][NH2:20].[CH3:21][CH2:22][OH:23]>>[CH2:1]([NH:2][CH3:19])[CH2:3][c:4]1[cH:5][nH:6][c:7]2[cH:8][cH:9][c:10]([CH2:13][NH:14][S:15](=[O:16])(=[O:17])[CH3:18])[cH:11][c:12]12.